Dataset: the Open Reaction Database (ORD), a public repository of structured organic reaction records. Task: describe an organic reaction: reactants, conditions, products, and yield The reactants are O=C([O-])[O-], CC(C)S(=O)(=O)Nc1ccc(F)c(C(O)c2c[nH]c3ncc(-c4cccnc4)cc23)c1F, [K+], [K+], [Na+], [Na+], C1CCOC1, O=S([O-])([O-])=S. Product: CC(C)S(=O)(=O)Nc1ccc(F)c(C(=O)c2c[nH]c3ncc(-c4cccnc4)cc23)c1F. Reaction SMILES: [C:40](=[O:41])([O-:42])[O-:43].[F:1][c:2]1[c:3]([NH:26][S:27](=[O:28])(=[O:29])[CH:30]([CH3:31])[CH3:32])[cH:4][cH:5][c:6]([F:25])[c:7]1[CH:8]([c:9]1[cH:10][nH:11][c:12]2[n:13][cH:14][c:15](-[c:18]3[cH:19][n:20][cH:21][cH:22][cH:23]3)[cH:16][c:17]12)[OH:24].[K+:44].[K+:45].[Na+:38].[Na+:39].[O:46]1[CH2:47][CH2:48][CH2:49][CH2:50]1.[S:33]([O-:34])([O-:35])(=[O:36])=[S:37]>>[F:1][c:2]1[c:3]([NH:26][S:27](=[O:28])(=[O:29])[CH:30]([CH3:31])[CH3:32])[cH:4][cH:5][c:6]([F:25])[c:7]1[C:8]([c:9]1[cH:10][nH:11][c:12]2[n:13][cH:14][c:15](-[c:18]3[cH:19][n:20][cH:21][cH:22][cH:23]3)[cH:16][c:17]12)=[O:24]. The reactants are NC(C(=O)NCCO[N+](=O)[O-])(C)C (2-Amino-2-methyl-N-(2-nitroxyethyl)-propionic acid amide), C(C)(C)N=C=O (isopropyl isocyanate), ice water. The solvent is C(C)(=O)OCC (ethyl acetate). Run at temperature 10 celsius, time 2 hour. Yields the product C(C)(C)NC(=O)NC(C(=O)NCCO[N+](=O)[O-])(C)C (2-Isopropylaminocarbonylamino-2-methyl-N-(2-nitroxyethyl)-propionic acid amide). Yield: 50.0%. Reaction SMILES: [NH2:1][C:2]([CH3:13])([CH3:12])[C:3]([NH:5][CH2:6][CH2:7][O:8][N+:9]([O-:11])=[O:10])=[O:4].[CH:14]([N:17]=[C:18]=[O:19])([CH3:16])[CH3:15]>C(OCC)(=O)C>[CH:14]([NH:17][C:18]([NH:1][C:2]([CH3:13])([CH3:12])[C:3]([NH:5][CH2:6][CH2:7][O:8][N+:9]([O-:11])=[O:10])=[O:4])=[O:19])([CH3:16])[CH3:15]. Reported procedure: 1.9 g. 2-Amino-2-methyl-N-(2-nitroxyethyl)-propionic acid amide is dissolved in 10 ml. ethyl acetate and mixed with 1.1 ml. isopropyl isocyanate while cooling with ice-water to 5° to 10° C. The reaction mixture is stirred for 2 hours at 10° C., filtered off with suction and washed with diethyl ether. There is obtained 1.4 g. of the title compound, i.e. 50% of theory; m.p. 120°-122° C. The reactants are CN(CCN(C(=O)OCC1=CC=CC=C1)C1=CC=C(C(=O)N2CCN(CC2)CCC2=CC=C(C=C2)Cl)C=C1)C (1-{4-[N-(2-dimethylaminoethyl)-N-benzyloxycarbonylamino]-benzoyl}-4-[2-(4-chlorophenyl)ethyl]piperazine). The reagents and catalysts are [Pd] (palladium-on-carbon). Solvent: CO (methanol). Yields the product Cl (hydrochloric acid), Cl.CN(CCNC1=CC=C(C(=O)N2CCN(CC2)CCC2=CC=C(C=C2)Cl)C=C1)C (1-[4-(2-dimethylaminoethylamino)benzoyl]-4-[2-(4-chlorophenyl)ethyl]piperazine hydrochloride). As a reaction SMILES: [CH3:1][N:2]([CH3:39])[CH2:3][CH2:4][N:5]([C:16]1[CH:38]=[CH:37][C:19]([C:20]([N:22]2[CH2:27][CH2:26][N:25]([CH2:28][CH2:29][C:30]3[CH:35]=[CH:34][C:33]([Cl:36])=[CH:32][CH:31]=3)[CH2:24][CH2:23]2)=[O:21])=[CH:18][CH:17]=1)C(OCC1C=CC=CC=1)=O>CO.[Pd]>[ClH:36].[ClH:36].[CH3:39][N:2]([CH3:1])[CH2:3][CH2:4][NH:5][C:16]1[CH:38]=[CH:37][C:19]([C:20]([N:22]2[CH2:23][CH2:24][N:25]([CH2:28][CH2:29][C:30]3[CH:31]=[CH:32][C:33]([Cl:36])=[CH:34][CH:35]=3)[CH2:26][CH2:27]2)=[O:21])=[CH:18][CH:17]=1 |f:4.5|. Procedure details: 1.9 g of 1-{4-[N-(2-dimethylaminoethyl)-N-benzyloxycarbonylamino]-benzoyl}-4-[2-(4-chlorophenyl)ethyl]piperazine are hydrogenated in 30 ml of methanol in the presence of 0.4 g of palladium-on-carbon. The mixture is filtered off with suction, concentrated by evaporation, rendered alkaline with 2N NaOH and extracted with ether. The mixture is concentrated by evaporation and recrystallised from ether. The 1-[4-(2-dimethylaminoethylamino)benzoyl]-4-[2-(4-chlorophenyl)ethyl]piperazine melts at 74°-78...